From a dataset of the Open Reaction Database (ORD), a public repository of structured organic reaction records. describe an organic reaction: reactants, conditions, products, and yield The reactants are BrC1C(C2=C(N=C(S2)NC(C)=O)CC1)=O (N-(6-Bromo-7-oxo-4,5,6,7-tetrahydro-benzothiazol-2-yl)-acetamide), CC(C(=S)N)(C)C (2,2-dimethylthio propionamide). The reagents and catalysts are [OH-].[O-2].[P-3].[Mo] (ammonium phosphomolybdate). Run in CO (MeOH). Run at temperature 25 celsius, time 20 hour. Product: C(C)(C)(C)C=1SC2=C(N1)C1=C(N=C(S1)NC(C)=O)CC2 (N-(7-tert-Butyl-4,5-dihydro-benzo[1,2-d;3,4-d′]bisthiazol-2-yl)-acetamide). The yield is 44.8%. Reaction SMILES: Br[CH:2]1[CH2:14][CH2:13][C:5]2[N:6]=[C:7]([NH:9][C:10](=[O:12])[CH3:11])[S:8][C:4]=2[C:3]1=O.[CH3:16][C:17]([CH3:22])([CH3:21])[C:18]([NH2:20])=[S:19]>CO.[OH-].[O-2].[P-3].[Mo]>[C:17]([C:18]1[S:19][C:2]2[CH2:14][CH2:13][C:5]3[N:6]=[C:7]([NH:9][C:10](=[O:12])[CH3:11])[S:8][C:4]=3[C:3]=2[N:20]=1)([CH3:22])([CH3:21])[CH3:16] |f:3.4.5.6|. Procedure details: N-(6-Bromo-7-oxo-4,5,6,7-tetrahydro-benzothiazol-2-yl)-acetamide (Stage T.3, 473 mg, 1.635 mmol) was dissolved in MeOH (10 mL), 2,2-dimethylthio propionamide (230 mg, 1.962 mmol) and ammonium phosphomolybdate (307 mg, 0.164 mmol) were added, and the RM was stirred at 25° C. for 20 h. The RM was then stood for 2 days before stirring at 50° C. for 24 h. The mixture was extracted with EtOAc/H2O. The organic layers were dried over Na2SO4 and evaporated. The crude material was chromatographed with 30... Starting materials: ClC1=NC=CC2=CC(=CC=C12)OC (1-Chloro-6-methoxyisoquinoline), N (NH3). The reagents and catalysts are [Cu-]=O (copper (I) oxide). Run in C(CO)O (ethylene glycol), CO (methanol). Conditions: temperature 120 celsius. Yields the product COC=1C=C2C=CN=C(C2=CC1)N (6-Methoxyisoquinolin-1-amine). Yield: 72.0%. Reaction SMILES: Cl[C:2]1[C:11]2[C:6](=[CH:7][C:8]([O:12][CH3:13])=[CH:9][CH:10]=2)[CH:5]=[CH:4][N:3]=1.[NH3:14]>C(O)CO.CO.[Cu-]=O>[CH3:13][O:12][C:8]1[CH:7]=[C:6]2[C:11](=[CH:10][CH:9]=1)[C:2]([NH2:14])=[N:3][CH:4]=[CH:5]2. Procedure: A sealable tube was charged with 83E (770 mg, 3.98 mmol), copper (I) oxide (30 mg) and ˜12M NH3 in ethylene glycol (5 mL). The tube was sealed and the reaction was heated to 120° C. for 72 h. After cooling to rt, the reaction was diluted with methanol and was purified via preparative HPLC (MeOH/water/TFA) to provide 83F (832 mg, 72%). LC-MS: 175.23 (M+H)+.